The task is: describe an organic reaction: reactants, conditions, products, and yield. This data is from the Open Reaction Database (ORD), a public repository of structured organic reaction records. The reactants are methyl-2-methoxy-4-acetylamino 5-nitrobenzoate, NN (hydrazine), [OH-].[Na+] (sodium hydroxide), COC1=C(C(=O)[O-])C=C(C(=C1)N)[N+](=O)[O-].[Na+] (sodium 2-methoxy-4-amino-5-nitrobenzoate). The reagents and catalysts are [Ni] (Raney nickel). The product is COC1=C(C(=O)O)C=C(C(=C1)N)N (2-methoxy-4,5-diaminobenzoic acid). Reaction SMILES: [OH-].[Na+].[CH3:3][O:4][C:5]1[CH:13]=[C:12]([NH2:14])[C:11]([N+:15]([O-])=O)=[CH:10][C:6]=1[C:7]([O-:9])=[O:8].[Na+].NN>[Ni]>[CH3:3][O:4][C:5]1[CH:13]=[C:12]([NH2:14])[C:11]([NH2:15])=[CH:10][C:6]=1[C:7]([OH:9])=[O:8] |f:0.1,2.3|. Procedure: reacting methyl-2-methoxy-4-acetylamino 5-nitrobenzoate with sodium hydroxide and then reducing the resulting sodium 2-methoxy-4-amino-5-nitrobenzoate intermediate with hydrazine in the presence of Raney nickel at ambient pressure to form a 2-methoxy-4,5-diaminobenzoic acid intermediate; The reactants are C(CCC)NC(NC=1SC=CC1C(=O)OC)=S (methyl 2-(3-butylthioureido)thiophene-3-carboxylate), [H-].[Na+] (sodium hydride). Run in O1CCCC1 (tetrahydrofurane), O1CCCC1 (tetrahydrofurane). The product is C(CCC)N1C(NC2=C(C1=O)C=CS2)=S (3-Butyl-2-thioxo-2,3-dihydro-1H-thieno[2.3-d]pyrimidin-4-one). Reaction SMILES: [H-].[Na+].[CH2:3]([NH:7][C:8](=[S:19])[NH:9][C:10]1[S:11][CH:12]=[CH:13][C:14]=1[C:15](OC)=[O:16])[CH2:4][CH2:5][CH3:6]>O1CCCC1>[CH2:3]([N:7]1[C:15](=[O:16])[C:14]2[CH:13]=[CH:12][S:11][C:10]=2[NH:9][C:8]1=[S:19])[CH2:4][CH2:5][CH3:6] |f:0.1|. Reported procedure: In a sulfonation flask, 0.2 g (0.0049 mol) of a ca. 60% sodium hydride dispersion is added to 20 ml absolute tetrahydrofurane. Then 1.29 g (0.0047 mol) of methyl 2-(3-butylthioureido)thiophene-3-carboxylate, dissolved in 10 ml absolute tetrahydrofurane are added dropwise, such that the internal temperature remains constant at about 25° C. The mixture is stirred at reflux temperature for 3 hours and then the solvent is removed in a water-jet vacuum and the residue taken up in ethylacetate/water. ... The reactants are aqueous solution, ClC1=C(CC2=C(N(C=3C2=NC(=CC3)C#N)C(=O)OCC)C)C=CC(=C1)Cl (ethyl 3-(2,4-dichlorobenzyl)-5-cyano-2-methylpyrrolo[3,2-b]pyridine-1-carboxylate), C(C)(=O)O (acetic acid), [H-].[Na+] (sodium hydride). Solvent: Cl (hydrochloric acid), Cl (hydrochloric acid). Conditions: time 2 hour. The product is ClC1=C(CC=2C(=NC=3C2NC(=CC3)C(=O)O)C)C=CC(=C1)Cl (3-(2,4-Dichlorobenzyl)-2-methylpyrrolo[3,2-b]pyridine-5-carboxylic acid). RXN SMILES: [Cl:1][C:2]1[CH:25]=[C:24]([Cl:26])[CH:23]=[CH:22][C:3]=1[CH2:4][C:5]1[C:9]2=[N:10]C(C#N)=[CH:12][CH:13]=[C:8]2[N:7](C(OCC)=O)[C:6]=1[CH3:21].[H-].[Na+].[C:29]([OH:32])(=[O:31])[CH3:30]>Cl>[Cl:1][C:2]1[CH:25]=[C:24]([Cl:26])[CH:23]=[CH:22][C:3]=1[CH2:4][C:5]1[C:6]([CH3:21])=[N:7][C:8]2[C:9]=1[NH:10][C:30]([C:29]([OH:32])=[O:31])=[CH:12][CH:13]=2 |f:1.2|. Reported procedure: A solution of ethyl 3-(2,4-dichlorobenzyl)-5-cyano-2-methylpyrrolo[3,2-b]pyridine-1-carboxylate (180 mg) in acetic acid (1 ml) and concentrated hydrochloric acid (1 ml) was refluxed under heating. The mixture was allowed to react overnight, and concentrated hydrochloric acid (1 ml) was added, which was followed by reflux under heating for 10 hr. The reaction mixture was cooled and adjusted to pH 7 with a 30% aqueous solution of sodium hydride. After stirring for 2 hr, crystals were collected by ...